This data is from the Open Reaction Database (ORD), a public repository of structured organic reaction records. The task is: describe an organic reaction: reactants, conditions, products, and yield Starting materials: Cl.N[C@@H](CC1=CC=C(C=C1)O)C(=O)NCC(=O)N[C@@H](C)C(=O)N[C@@H](CC1=CC=CC=C1)C(=O)N[C@@H](CC(C)C)C(=O)O (L-tyrosylglycyl-L-alanyl-L-phenylalanyl-L-leucine hydrochloride), C(C)(=O)[O-] (acetate). Run in C(C)(=O)O (acetic acid). Product: N[C@@H](CC1=CC=C(C=C1)O)C(=O)NCC(=O)N[C@@H](C)C(=O)N[C@@H](CC1=CC=CC=C1)C(=O)N[C@@H](CC(C)C)C(=O)O (L-tyrosylglycyl-L-alanyl-L-phenylalanyl-L-leucine). As a reaction SMILES: Cl.[NH2:2][C@H:3]([C:12]([NH:14][CH2:15][C:16]([NH:18][C@H:19]([C:21]([NH:23][C@H:24]([C:32]([NH:34][C@H:35]([C:40]([OH:42])=[O:41])[CH2:36][CH:37]([CH3:39])[CH3:38])=[O:33])[CH2:25][C:26]1[CH:31]=[CH:30][CH:29]=[CH:28][CH:27]=1)=[O:22])[CH3:20])=[O:17])=[O:13])[CH2:4][C:5]1[CH:10]=[CH:9][C:8]([OH:11])=[CH:7][CH:6]=1.C([O-])(=O)C>C(O)(=O)C>[NH2:2][C@H:3]([C:12]([NH:14][CH2:15][C:16]([NH:18][C@H:19]([C:21]([NH:23][C@H:24]([C:32]([NH:34][C@H:35]([C:40]([OH:42])=[O:41])[CH2:36][CH:37]([CH3:38])[CH3:39])=[O:33])[CH2:25][C:26]1[CH:27]=[CH:28][CH:29]=[CH:30][CH:31]=1)=[O:22])[CH3:20])=[O:17])=[O:13])[CH2:4][C:5]1[CH:6]=[CH:7][C:8]([OH:11])=[CH:9][CH:10]=1 |f:0.1|. Reported procedure: The L-tyrosylglycyl-L-alanyl-L-phenylalanyl-L-leucine hydrochloride is dissolved in 250 parts by volume of 20% acetic acid and passed slowly through an IR-45 ion exchange column in the acetate form. The column is washed with 20% acetic acid until no more peptide is eluted. Fractions containing the product are combined and the solvent removed by stripping under reduced pressure at room temperature. The residual glass is dissolved in 75 parts water and lyophilized to give L-tyrosylglycyl-L-alanyl-... Conditions: temperature -78 celsius, time 10 minute. Reactants: C(C)(C)NC(C)C (diisopropylamine), C1CCOC1 (THF), C(C=C)OCC1=CSC2=C1N(C=C(C2=O)C(=O)NCC2=CC=C(C=C2)Cl)C (3-[(allyloxy)methyl]-N-(4-chlorobenzyl)-4-methyl-7-oxo-4,7-dihydrothieno[3,2-b]pyridine-6-carboxamide), C1CCOC1 (THF), Cl (HCl), [Li+].CC(C)[N-]C(C)C (LDA), C1CCOC1 (THF). Procedure details: To a cold (−78° C.), stirred solution of 922 mg of 3-[(allyloxy)methyl]-N-(4-chlorobenzyl)-4-methyl-7-oxo-4,7-dihydrothieno[3,2-b]pyridine-6-carboxamide in 30 mL of dry THF, under argon, is added via cannula a THF solution of LDA, prepared in the usual manner from 1.3 mL of diisopropylamine and 2.7 mL of 2.5 M (hexanes) butyllithium in 20 mL of THF. The solution is stirred at −78° C. for 10 min, then 0.89 mL of dry DMF is added, and the mixture is allowed to warm to 0° C. After 10 min, aqueous w... Reaction SMILES: [CH2:1]([O:4][CH2:5][C:6]1[C:10]2[N:11]([CH3:27])[CH:12]=[C:13]([C:16]([NH:18][CH2:19][C:20]3[CH:25]=[CH:24][C:23]([Cl:26])=[CH:22][CH:21]=3)=[O:17])[C:14](=[O:15])[C:9]=2[S:8][CH:7]=1)[CH:2]=[CH2:3].[Li+].CC([N-]C(C)C)C.C(NC(C)C)(C)C.Cl.C1C[O:47][CH2:46]C1>C(Cl)Cl.C(Cl)(Cl)Cl.CN(C=O)C>[CH2:1]([O:4][CH2:5][C:6]1[C:10]2[N:11]([CH3:27])[CH:12]=[C:13]([C:16]([NH:18][CH2:19][C:20]3[CH:25]=[CH:24][C:23]([Cl:26])=[CH:22][CH:21]=3)=[O:17])[C:14](=[O:15])[C:9]=2[S:8][C:7]=1[CH:46]=[O:47])[CH:2]=[CH2:3] |f:1.2|. Yields the product C(C=C)OCC1=C(SC2=C1N(C=C(C2=O)C(=O)NCC2=CC=C(C=C2)Cl)C)C=O (3-[(Allyloxy)methyl]-N-(4-chlorobenzyl)-2-formyl-4-methyl-7-oxo-4,7-dihydrothieno[3,2-b]pyridine-6-carboxamide). Run in C(Cl)Cl (CH2Cl2), CN(C)C=O (DMF), C(Cl)(Cl)Cl (CHCl3), hexanes.